This data is from the Open Reaction Database (ORD), a public repository of structured organic reaction records. The task is: describe an organic reaction: reactants, conditions, products, and yield The reactants are BrC1=CC=C(C=C1)O (4-bromophenol), [I-].[K+] (potassium iodide), ClCCCCCCO (6-chloro-1-hexanol), C([O-])([O-])=O.[K+].[K+] (potassium carbonate). Solvent: CS(=O)C (dimethylsulfoxide), O (water). Yields the product BrC1=CC=C(C=C1)OCCCCCCOC1OCCCC1 (4-bromo-1-[6-(tetrahydropyran-2-yloxy)hexyloxy]benzene). Procedure: A mixture consisting of 4-bromophenol (20.75 g), 6-chloro-1-hexanol (20.50 g), potassium carbonate (33.20 g) and potassium iodide (21.9 g) in dimethylsulfoxide was stirred for 6 hours at 80° C. The reaction mixture was cooled and poured into 500 ml of water and extracted with 2×500 ml of ethyl acetate. The combined organic extracts were washed with saturated NaCl solution (3×100 ml) dried over magnesium sulfate and evaporated to dryness. This gave 37.4 g of a slightly beige oil of which 24.9 g w... RXN SMILES: [Br:1][C:2]1[CH:7]=[CH:6][C:5]([OH:8])=[CH:4][CH:3]=1.Cl[CH2:10][CH2:11][CH2:12][CH2:13][CH2:14][CH2:15][OH:16].[C:17](=[O:20])([O-])[O-].[K+].[K+].[I-].[K+]>CS(C)=O.O>[Br:1][C:2]1[CH:7]=[CH:6][C:5]([O:8][CH2:10][CH2:11][CH2:12][CH2:13][CH2:14][CH2:15][O:16][CH:4]2[CH2:3][CH2:2][CH2:7][CH2:17][O:20]2)=[CH:4][CH:3]=1 |f:2.3.4,5.6|. Reaction conditions: temperature 80 celsius, time 6 hour. Isolated yield 134.9%. The product is C1(=CC=CC=C1O)C.C1(O)=CC(O)=CC=C1.C=O (cresol resorcinol formaldehyde). Starting materials: C=O (formalin), [OH-].[Na+] (NaOH), C1(O)=CC(O)=CC=C1 (resorcinol). As a reaction SMILES: [CH2:1]=[O:2].[OH-].[Na+].[C:5]1([CH:12]=[CH:11][CH:10]=[C:8]([OH:9])[CH:7]=1)[OH:6]>O>[C:7]1([CH3:1])[C:8]([OH:9])=[CH:10][CH:11]=[CH:12][CH:5]=1.[C:5]1([CH:12]=[CH:11][CH:10]=[C:8]([OH:9])[CH:7]=1)[OH:6].[CH2:1]=[O:2] |f:1.2,5.6.7|. The solvent is O (water). Procedure details: Into a 300 ml flask are charged pure methacresol (32.4 g, 0.3 mol), 37% formalin (48.6 g, 0.6 mol) and a 10 N-NaOH aqueous solution (3 ml, 0.03 mol), and the mixture is reacted at 70° C. for 3 hours. To the mixture is further added resorcinol (77 g, 0.7 mol), and the mixture is further reacted at 50° C. for 3 hours. After completion of the reaction, water is distilled off at 120° C. under reduced pressure (reduced degree: 15 mmHg) to give cresol/resorcinol/formaldehyde co-polycondensate resin ha... RXN SMILES: [C:1](=[O:2])([CH3:3])[O:4][CH2:5][CH2:6][NH:7][C:8](=[O:9])[NH:10][c:11]1[cH:12][cH:13][c:14]2[c:15]([c:30]1[Cl:31])[C:16]([c:23]1[c:24]([F:29])[cH:25][cH:26][cH:27][cH:28]1)=[N:17][CH2:18][C:19](=[O:22])[N:20]2[CH3:21].[CH3:32][C:33](=[O:34])[OH:35].[CH3:36][OH:37]>>[OH:4][CH2:5][CH2:6][NH:7][C:8](=[O:9])[NH:10][c:11]1[cH:12][cH:13][c:14]2[c:15]([c:30]1[Cl:31])[C:16]([c:23]1[c:24]([F:29])[cH:25][cH:26][cH:27][cH:28]1)=[N:17][CH2:18][C:19](=[O:22])[N:20]2[CH3:21]. The reactants are CC(=O)OCCNC(=O)Nc1ccc2c(c1Cl)C(c1ccccc1F)=NCC(=O)N2C, CC(=O)O, CO. Product: CN1C(=O)CN=C(c2ccccc2F)c2c1ccc(NC(=O)NCCO)c2Cl.